Dataset: the Open Reaction Database (ORD), a public repository of structured organic reaction records. Task: describe an organic reaction: reactants, conditions, products, and yield The reactants are IC[C@H](CN1C(CCC2=CC=CC=C12)=O)C ((S)-1-(3-Iodo-2-methylpropyl)-3 4-dihydro-1H-quinolin-2-one), C(CC)OC1CCNCC1 (4-propoxypiperidine). Solvent: CC#N (MeCN). Conditions: time 20 hour. Yields the product C[C@@H](CN1C(CCC2=CC=CC=C12)=O)CN1CCC(CC1)OCCC ((R)-1-[2-Methyl-3-(4-propoxypiperidin-1-yl)propyl]-3,4-dihydro-1H-quinolin-2-one). Yield: 38.1%. As a reaction SMILES: I[CH2:2][C@@H:3]([CH3:16])[CH2:4][N:5]1[C:14]2[C:9](=[CH:10][CH:11]=[CH:12][CH:13]=2)[CH2:8][CH2:7][C:6]1=[O:15].[CH2:17]([O:20][CH:21]1[CH2:26][CH2:25][NH:24][CH2:23][CH2:22]1)[CH2:18][CH3:19]>CC#N>[CH3:16][C@H:3]([CH2:2][N:24]1[CH2:25][CH2:26][CH:21]([O:20][CH2:17][CH2:18][CH3:19])[CH2:22][CH2:23]1)[CH2:4][N:5]1[C:14]2[C:9](=[CH:10][CH:11]=[CH:12][CH:13]=2)[CH2:8][CH2:7][C:6]1=[O:15]. Procedure details: A 4 mL vial was charged with (S)-1-(3-iodo-2-methylpropyl)-3,4-dihydro-1H-quinolin-2-one (122LH18) (0.493 g, 1.5 mmol) and 4-propoxypiperidine (0.430 g, 3.0 mmol) in MeCN (2 mL) and shaken at 60° for 20 h. The reaction mixture was quenched with water, basified with ammonium hydroxide, and the product extracted into EtOAc. The combined organic layers were dried over Na2SO4, filtered, and concentrated. The product was purified by flash CC (SiO2; EtOAc, EtOAc/MeOH 4:1) to give the title compound (1...